describe an organic reaction: reactants, conditions, products, and yield From a dataset of the Open Reaction Database (ORD), a public repository of structured organic reaction records. Reactants: O=C([O-])[O-], CC1(C)c2cccc(P(c3ccccc3)c3ccccc3)c2Oc2c(P(c3ccccc3)c3ccccc3)cccc21, Clc1cc(I)c(Cl)cn1, [Cs+], [Cs+], CN1CCc2cccc(N)c2C1=O, CC(=O)[O-], CC(=O)[O-], C1COCCO1, [Pd+2]. The product is CN1CCc2cccc(Nc3cc(Cl)ncc3Cl)c2C1=O. As a reaction SMILES: [C:43](=[O:44])([O-:45])[O-:46].[CH3:1][C:2]1([CH3:3])[c:4]2[cH:5][cH:6][cH:7][c:8]([P:9]([c:10]3[cH:11][cH:12][cH:13][cH:14][cH:15]3)[c:16]3[cH:17][cH:18][cH:19][cH:20][cH:21]3)[c:22]2[O:23][c:24]2[c:25]1[cH:26][cH:27][cH:28][c:29]2[P:30]([c:31]1[cH:32][cH:33][cH:34][cH:35][cH:36]1)[c:37]1[cH:38][cH:39][cH:40][cH:41][cH:42]1.[Cl:49][c:50]1[n:51][cH:52][c:53]([Cl:57])[c:54]([I:56])[cH:55]1.[Cs+:47].[Cs+:48].[NH2:58][c:59]1[cH:60][cH:61][cH:62][c:63]2[c:68]1[C:67](=[O:69])[N:66]([CH3:70])[CH2:65][CH2:64]2.[O-:78][C:79]([CH3:80])=[O:81].[O-:82][C:83]([CH3:84])=[O:85].[O:71]1[CH2:72][CH2:73][O:74][CH2:75][CH2:76]1.[Pd+2:77]>>[Cl:49][c:50]1[n:51][cH:52][c:53]([Cl:57])[c:54]([NH:58][c:59]2[cH:60][cH:61][cH:62][c:63]3[c:68]2[C:67](=[O:69])[N:66]([CH3:70])[CH2:65][CH2:64]3)[cH:55]1. Reactants: CC#N, CC1(C)OB(c2ccc(S(=O)(=O)NC3CC3)cc2)OC1(C)C, Nc1ccc(Br)cn1, [Na+], [Na+], O=C([O-])[O-], O, Cl[Pd]Cl, c1ccc(P(c2ccccc2)c2ccccc2)cc1, c1ccc(P(c2ccccc2)c2ccccc2)cc1. Product: Nc1ccc(-c2ccc(S(=O)(=O)NC3CC3)cc2)cn1. Reaction SMILES: [CH3:37][C:38]#[N:39].[CH:9]1([NH:12][S:13](=[O:14])(=[O:15])[c:16]2[cH:17][cH:18][c:19]([B:22]3[O:23][C:24]([CH3:25])([CH3:26])[C:27]([CH3:28])([CH3:29])[O:30]3)[cH:20][cH:21]2)[CH2:10][CH2:11]1.[NH2:1][c:2]1[n:3][cH:4][c:5]([Br:8])[cH:6][cH:7]1.[Na+:31].[Na+:32].[O-:33][C:34](=[O:35])[O-:36].[OH2:81].[Pd:40]([Cl:41])[Cl:42].[c:43]1([P:44]([c:45]2[cH:46][cH:47][cH:48][cH:49][cH:50]2)[c:51]2[cH:52][cH:53][cH:54][cH:55][cH:56]2)[cH:57][cH:58][cH:59][cH:60][cH:61]1.[c:62]1([P:63]([c:64]2[cH:65][cH:66][cH:67][cH:68][cH:69]2)[c:70]2[cH:71][cH:72][cH:73][cH:74][cH:75]2)[cH:76][cH:77][cH:78][cH:79][cH:80]1>>[NH2:1][c:2]1[n:3][cH:4][c:5](-[c:19]2[cH:18][cH:17][c:16]([S:13]([NH:12][CH:9]3[CH2:10][CH2:11]3)(=[O:14])=[O:15])[cH:21][cH:20]2)[cH:6][cH:7]1. Starting materials: [OH-].[Na+] (sodium hydroxide), Cl (hydrochloric acid), ice water, O1C=2C3CC(C(C21)O3)S(=O)(=O)OC (methyl 2,3-epoxy-7-oxabicyclo[2.2.1]hept-2-ene-5-sulfonate), resultant mixture. Product: OC1C2CC3C(C1OS3(=O)=O)O2 (5-hydroxy-7-oxanorbornane-2,6-sultone). The yield is 16.6%. Reaction SMILES: [OH-].[Na+].[O:3]1[C:9]2[CH:8]3[O:10][CH:5]([CH2:6][CH:7]3[S:11]([O:14]C)(=[O:13])=[O:12])[C:4]1=2.Cl>>[OH:3][CH:4]1[CH:9]2[O:14][S:11](=[O:12])(=[O:13])[CH:7]3[CH:8]2[O:10][CH:5]1[CH2:6]3 |f:0.1|. Procedure: To a four-necked flask having a capacity of 300 mL and equipped with a stirrer, a dropping funnel, and a thermometer, 5.0 (mol/L) aqueous sodium hydroxide solution was added, and 29.5 g of methyl 2,3-epoxy-7-oxabicyclo[2.2.1]hept-2-ene-5-sulfonate was added dropwise to the flask from the dropping funnel at an internal temperature of 20 to 23° C. After completion of the addition, the resultant mixture was stirred for 4 hours, and then concentrated hydrochloric acid was added dropwise to the mixtu... As a reaction SMILES: [Br:1][c:2]1[cH:3][c:4]([F:22])[c:5]([CH2:6][n:7]2[c:8](=[O:19])[nH:9][c:10]3[cH:11][c:12]([Cl:18])[cH:13][cH:14][c:15]3[c:16]2=[O:17])[cH:20][cH:21]1.[Br:23][CH2:24][C:25](=[O:26])[O:27][CH2:28][CH3:29].[C:30](=[O:31])([O-:32])[O-:33].[CH3:36][CH2:37][O:38][C:39](=[O:40])[CH3:41].[CH3:42][N:43]([CH3:44])[CH:45]=[O:46].[CH3:47][CH2:48][CH2:49][CH2:50][CH2:51][CH3:52].[K+:34].[K+:35]>>[Br:1][c:2]1[cH:3][c:4]([F:22])[c:5]([CH2:6][n:7]2[c:8](=[O:19])[n:9]([CH2:24][C:25](=[O:26])[O:27][CH2:28][CH3:29])[c:10]3[cH:11][c:12]([Cl:18])[cH:13][cH:14][c:15]3[c:16]2=[O:17])[cH:20][cH:21]1. Product: CCOC(=O)Cn1c(=O)n(Cc2ccc(Br)cc2F)c(=O)c2ccc(Cl)cc21. The reactants are O=c1[nH]c2cc(Cl)ccc2c(=O)n1Cc1ccc(Br)cc1F, CCOC(=O)CBr, O=C([O-])[O-], CCOC(C)=O, CN(C)C=O, CCCCCC, [K+], [K+]. The reactants are COC(=O)COc1ccc(CC(C)=O)cc1, [BH3-]C#N, O=C([O-])O, CC(=O)O, CO, Cl, [Na+], [Na+], NCC(O)c1csc(-c2ccccc2)n1. Yields the product COC(=O)COc1ccc(CC(C)NCC(O)c2csc(-c3ccccc3)n2)cc1. Reaction SMILES: [C:16](=[O:17])([O:18][CH3:19])[CH2:20][O:21][c:22]1[cH:23][cH:24][c:25]([CH2:28][C:29]([CH3:30])=[O:31])[cH:26][cH:27]1.[C:36]([BH3-:37])#[N:38].[C:41](=[O:42])([OH:43])[O-:44].[CH3:32][C:33](=[O:34])[OH:35].[CH3:46][OH:47].[ClH:40].[Na+:39].[Na+:45].[OH:1][CH:2]([CH2:3][NH2:4])[c:5]1[n:6][c:7](-[c:10]2[cH:11][cH:12][cH:13][cH:14][cH:15]2)[s:8][cH:9]1>>[OH:1][CH:2]([CH2:3][NH:4][CH:29]([CH2:28][c:25]1[cH:24][cH:23][c:22]([O:21][CH2:20][C:16](=[O:17])[O:18][CH3:19])[cH:27][cH:26]1)[CH3:30])[c:5]1[n:6][c:7](-[c:10]2[cH:11][cH:12][cH:13][cH:14][cH:15]2)[s:8][cH:9]1.